Dataset: the Open Reaction Database (ORD), a public repository of structured organic reaction records. Task: describe an organic reaction: reactants, conditions, products, and yield Reactants: CCO, COc1cc2c(-c3cc4c(C=NO)ccnc4n3S(=O)(=O)c3ccc(C)cc3)cn(C)c2cc1OC, O=CO, O, [Zn]. The product is COc1cc2c(-c3cc4c(CN)ccnc4n3S(=O)(=O)c3ccc(C)cc3)cn(C)c2cc1OC. As a reaction SMILES: [CH3:40][CH2:41][OH:42].[CH3:4][O:5][c:6]1[cH:7][c:8]2[c:9](-[c:18]3[cH:19][c:20]4[c:21]([n:22][cH:23][cH:24][c:25]4[CH:26]=[N:27][OH:28])[n:29]3[S:30](=[O:31])(=[O:32])[c:33]3[cH:34][cH:35][c:36]([CH3:39])[cH:37][cH:38]3)[cH:10][n:11]([CH3:17])[c:12]2[cH:13][c:14]1[O:15][CH3:16].[CH:1]([OH:2])=[O:3].[OH2:43].[Zn:44]>>[CH3:4][O:5][c:6]1[cH:7][c:8]2[c:9](-[c:18]3[cH:19][c:20]4[c:21]([n:22][cH:23][cH:24][c:25]4[CH2:26][NH2:27])[n:29]3[S:30](=[O:31])(=[O:32])[c:33]3[cH:34][cH:35][c:36]([CH3:39])[cH:37][cH:38]3)[cH:10][n:11]([CH3:17])[c:12]2[cH:13][c:14]1[O:15][CH3:16]. Yields the product CCOC(=O)c1c2n(c3cc(N4CCN(Cc5oc(=O)oc5C)CC4)c(F)cc3c1=O)C(C)S2. RXN SMILES: [Br:32][CH2:33][c:34]1[o:35][c:36](=[O:40])[o:37][c:38]1[CH3:39].[C:27](=[O:28])([OH:29])[O-:30].[CH3:41][N:42]([CH3:43])[CH:44]=[O:45].[F:1][c:2]1[cH:3][c:4]2[c:5](=[O:26])[c:6]([C:21](=[O:22])[O:23][CH2:24][CH3:25])[c:7]3[n:8]([c:9]2[cH:10][c:11]1[N:12]1[CH2:13][CH2:14][NH:15][CH2:16][CH2:17]1)[CH:18]([CH3:20])[S:19]3.[K+:31]>>[F:1][c:2]1[cH:3][c:4]2[c:5](=[O:26])[c:6]([C:21](=[O:22])[O:23][CH2:24][CH3:25])[c:7]3[n:8]([c:9]2[cH:10][c:11]1[N:12]1[CH2:13][CH2:14][N:15]([CH2:33][c:34]2[o:35][c:36](=[O:40])[o:37][c:38]2[CH3:39])[CH2:16][CH2:17]1)[CH:18]([CH3:20])[S:19]3. Starting materials: Cc1oc(=O)oc1CBr, O=C([O-])O, CN(C)C=O, CCOC(=O)c1c2n(c3cc(N4CCNCC4)c(F)cc3c1=O)C(C)S2, [K+]. Reactants: [Br-], [Br-], CCCCCCC[n+]1ccc(-c2cc[n+](CCCCCCC)cc2)cc1, O=Cc1ccc(Cl)c([N+](=O)[O-])c1, ClCCl, [K+], [K+], [Na+], [Na+], O=C([O-])[O-], O, O=S([O-])S(=O)[O-]. The product is Nc1cc(C=O)ccc1Cl. RXN SMILES: [Br-:13].[Br-:14].[CH2:15]([n+:16]1[cH:17][cH:18][c:19](-[c:20]2[cH:21][cH:22][n+:23]([CH2:24][CH2:25][CH2:26][CH2:27][CH2:28][CH2:29][CH3:30])[cH:31][cH:32]2)[cH:33][cH:34]1)[CH2:35][CH2:36][CH2:37][CH2:38][CH2:39][CH3:40].[Cl:1][c:2]1[c:3]([N+:10]([O-:11])=[O:12])[cH:4][c:5]([CH:6]=[O:7])[cH:8][cH:9]1.[Cl:55][CH2:56][Cl:57].[K+:49].[K+:50].[Na+:47].[Na+:48].[O-:51][C:52]([O-:53])=[O:54].[OH2:58].[S:41]([S:42]([O-:43])=[O:44])([O-:45])=[O:46]>>[Cl:1][c:2]1[c:3]([NH2:10])[cH:4][c:5]([CH:6]=[O:7])[cH:8][cH:9]1. Starting materials: N[C@H]1[C@H](OC2=C(N(C1=O)C(C)C)C=CC=C2)C2=CC=CC=C2 ((2R,3S)-3-amino-5-isopropyl-2-phenyl-2,3-dihydro-1,5-benzoxazepin-4(5H)-one), FC=1C=C(C=C(C1)F)CC(=O)N[C@@H](C)C(=O)O (N-[(3,5-Difluorophenyl)acetyl]-L-alanine), C=1C=CC2=C(C1)N=NN2O (HOBt), CN1CCOCC1 (NMM), CCN=C=NCCCN(C)C.Cl (EDAC-HCl). Procedure details: To a stirred solution of (2R,3S)-3-amino-5-isopropyl-2-phenyl-2,3-dihydro-1,5-benzoxazepin-4(5H)-one (69b) (59 mg, 0.199 mmol) in dichloromethane (2 mL) was added N-[(3,5-difluorophenyl)acetyl]-L-alanine (1e) (59 mg, 0.242 mmol), HOBt (33 mg, 0.245 mmol), NMM (30 mg, 0.297 mmol) and EDAC-HCl (47 mg, 0.245 mmol). After stirring at ambient temperature under nitrogen for 90 min. the solvent was evaporated and the residue partitioned between ethyl acetate and saturated aqueous sodium bicarbonate. Th... Conditions: time 90 minute. As a reaction SMILES: [NH2:1][C@@H:2]1[C:8](=[O:9])[N:7]([CH:10]([CH3:12])[CH3:11])[C:6]2[CH:13]=[CH:14][CH:15]=[CH:16][C:5]=2[O:4][C@@H:3]1[C:17]1[CH:22]=[CH:21][CH:20]=[CH:19][CH:18]=1.[F:23][C:24]1[CH:25]=[C:26]([CH2:31][C:32]([NH:34][C@H:35]([C:37](O)=[O:38])[CH3:36])=[O:33])[CH:27]=[C:28]([F:30])[CH:29]=1.C1C=CC2N(O)N=NC=2C=1.CN1CCOCC1.CCN=C=NCCCN(C)C.Cl>ClCCl>[F:23][C:24]1[CH:25]=[C:26]([CH2:31][C:32]([NH:34][C@H:35]([C:37]([NH:1][C@@H:2]2[C:8](=[O:9])[N:7]([CH:10]([CH3:12])[CH3:11])[C:6]3[CH:13]=[CH:14][CH:15]=[CH:16][C:5]=3[O:4][C@@H:3]2[C:17]2[CH:22]=[CH:21][CH:20]=[CH:19][CH:18]=2)=[O:38])[CH3:36])=[O:33])[CH:27]=[C:28]([F:30])[CH:29]=1 |f:4.5|. The product is FC=1C=C(C=C(C1)F)CC(=O)N[C@@H](C)C(=O)N[C@H]1[C@H](OC2=C(N(C1=O)C(C)C)C=CC=C2)C2=CC=CC=C2 (N2-[(3,5-Difluorophenyl)acetyl]-N1-[(2R,3S)-5-isopropyl-4-oxo-2-phenyl-2,3,4,5-tetrahydro-1,5-benzoxazepin-3-yl]-L-alaninamide). Solvent: ClCCl (dichloromethane). The yield is 61.7%. Starting materials: CS(=O)(=O)Cl, CC#N, [N-]=[N+]=[N-], [N-]=[N+]=[N-], COc1cc(C=O)cc(OCCOCCOCCOCCN=[N+]=[N-])c1OC, [Na+], OCCOCCOCCOCCO, OC(c1ccccc1)(c1ccccc1)c1ccccc1. Yields the product CS(=O)(=O)OCCOCCOCCOCCN=[N+]=[N-]. As a reaction SMILES: [CH3:48][S:49]([Cl:50])(=[O:51])=[O:52].[CH3:73][C:74]#[N:75].[N-:66]=[N+:67]=[N-:68].[N-:70]=[N+:71]=[N-:72].[N:1](=[N+:2]=[N-:3])[CH2:4][CH2:5][O:6][CH2:7][CH2:8][O:9][CH2:10][CH2:11][O:12][CH2:13][CH2:14][O:15][c:16]1[cH:17][c:18]([CH:26]=[O:27])[cH:19][c:20]([O:21][CH3:22])[c:23]1[O:24][CH3:25].[Na+:69].[OH:53][CH2:54][CH2:55][O:56][CH2:57][CH2:58][O:59][CH2:60][CH2:61][O:62][CH2:63][CH2:64][OH:65].[c:28]1([C:29]([c:30]2[cH:31][cH:32][cH:33][cH:34][cH:35]2)([c:36]2[cH:37][cH:38][cH:39][cH:40][cH:41]2)[OH:42])[cH:43][cH:44][cH:45][cH:46][cH:47]1>>[N:1](=[N+:2]=[N-:3])[CH2:4][CH2:5][O:6][CH2:7][CH2:8][O:9][CH2:10][CH2:11][O:12][CH2:13][CH2:14][O:15][S:49]([CH3:48])(=[O:51])=[O:52].